Task: describe an organic reaction: reactants, conditions, products, and yield. Dataset: the Open Reaction Database (ORD), a public repository of structured organic reaction records Reactants: COC(=O)C1=NNN=C1C1=CC=C(C=C1)F (5-(4-Fluoro-phenyl)-2H-[1,2,3]triazole-4-carboxylic acid methyl ester), ice, C1CCOC1 (THF), [H-].[Na+] (sodium hydride), C1CCOC1 (THF), O (Water). Conditions: time 1 hour. The product is COC(=O)C=1NNN(C1C1=CC=C(C=C1)F)C (5-(4-Fluoro-phenyl)-1-methyl-2H-[1,2,3]triazole-4-carboxylic acid methyl ester). Isolated yield 33.0%. Reaction SMILES: [CH3:1][O:2][C:3]([C:5]1[C:9]([C:10]2[CH:15]=[CH:14][C:13]([F:16])=[CH:12][CH:11]=2)=[N:8][NH:7][N:6]=1)=[O:4].[H-].[Na+].O.[CH2:20]1COCC1>>[CH3:1][O:2][C:3]([C:5]1[NH:6][NH:7][N:8]([CH3:20])[C:9]=1[C:10]1[CH:15]=[CH:14][C:13]([F:16])=[CH:12][CH:11]=1)=[O:4] |f:1.2|. Procedure: 5-(4-Fluoro-phenyl)-2H-[1,2,3]triazole-4-carboxylic acid methyl ester (2.21 g, 10 mmol) in THF (10 ml) was added drop-wise to an ice-cooled slurry of sodium hydride (0.42 g, 60% dispersion in mineral oil, 10 mmol) in THF (45 ml), under argon. After stirring at room temperature for 1 h, the reaction mixture was heated at 80° C. for 16 h. Water was added to the cooled mixture and the product was extracted with diethyl ether (2×). The combined organics were washed with brine, dried (Na2SO4) and the... Reactants: NC1=CC(=C(C=C1)N1C[C@H](CC1)CNC(OC(C)(C)C)=O)F (tert-Butyl (R)-[1-(4-amino-2-fluorophenyl)pyrrolidin-3-yl]methylcarbamate), C1(CCC1)=O (cyclobutanone), C(C)(=O)O[BH-](OC(C)=O)OC(C)=O (triacetoxyborohydride). The product is FC1=C(C=CC(=C1)NC1CCC1)N1C[C@H](CC1)CNC(OC(C)(C)C)=O (tert-Butyl (R)-[1-(2-Fluoro-4-cyclobutylaminophenyl)pyrrolidin-3-yl]methylcarbamate). Reaction SMILES: [NH2:1][C:2]1[CH:7]=[CH:6][C:5]([N:8]2[CH2:12][CH2:11][C@H:10]([CH2:13][NH:14][C:15](=[O:21])[O:16][C:17]([CH3:20])([CH3:19])[CH3:18])[CH2:9]2)=[C:4]([F:22])[CH:3]=1.[C:23]1(=O)[CH2:26][CH2:25][CH2:24]1.C(O[BH-](OC(=O)C)OC(=O)C)(=O)C>>[F:22][C:4]1[CH:3]=[C:2]([NH:1][CH:23]2[CH2:26][CH2:25][CH2:24]2)[CH:7]=[CH:6][C:5]=1[N:8]1[CH2:12][CH2:11][C@H:10]([CH2:13][NH:14][C:15](=[O:21])[O:16][C:17]([CH3:18])([CH3:19])[CH3:20])[CH2:9]1. Reported procedure: tert-Butyl (R)-[1-(4-amino-2-fluorophenyl)pyrrolidin-3-yl]methylcarbamate was alkylated with cyclobutanone using triacetoxyborohydride as reducing agent by method N. This resulted in the product with the molecular weight of 363.48 (C20H30FN3O2); MS (ESI): 364 (M+H+). Reactants: O=C1C=C(Cc2ccccc2)CC1, CCOCC, Cl. The product is O=C1CCC(Cc2ccccc2)C1. RXN SMILES: [CH2:1]([c:2]1[cH:3][cH:4][cH:5][cH:6][cH:7]1)[C:8]1=[CH:9][C:10](=[O:13])[CH2:11][CH2:12]1.[CH3:15][CH2:16][O:17][CH2:18][CH3:19].[ClH:14]>>[CH2:1]([c:2]1[cH:3][cH:4][cH:5][cH:6][cH:7]1)[CH:8]1[CH2:9][C:10](=[O:13])[CH2:11][CH2:12]1. The reactants are Cc1c(Br)c2c(c(C)c1NC(=O)CC(C)(C)C)C(c1ccc(C(C)C)cc1)CO2, OC(c1ccccc1)(c1ccccc1)c1ccco1. Product: Cc1c(NC(=O)CC(C)(C)C)c(C)c2c(c1-c1ccco1)OCC2c1ccc(C(C)C)cc1. RXN SMILES: [Br:1][c:2]1[c:3]([CH3:29])[c:4]([NH:21][C:22]([CH2:23][C:24]([CH3:25])([CH3:26])[CH3:27])=[O:28])[c:5]([CH3:20])[c:6]2[c:10]1[O:9][CH2:8][CH:7]2[c:11]1[cH:12][cH:13][c:14]([CH:17]([CH3:18])[CH3:19])[cH:15][cH:16]1.[o:30]1[c:31]([C:35]([c:36]2[cH:37][cH:38][cH:39][cH:40][cH:41]2)([c:42]2[cH:43][cH:44][cH:45][cH:46][cH:47]2)[OH:48])[cH:32][cH:33][cH:34]1>>[c:2]1(-[c:31]2[o:30][cH:34][cH:33][cH:32]2)[c:3]([CH3:29])[c:4]([NH:21][C:22]([CH2:23][C:24]([CH3:25])([CH3:26])[CH3:27])=[O:28])[c:5]([CH3:20])[c:6]2[c:10]1[O:9][CH2:8][CH:7]2[c:11]1[cH:12][cH:13][c:14]([CH:17]([CH3:18])[CH3:19])[cH:15][cH:16]1. The reactants are [BH4-], CCO, [Na+], O=Cc1ccccc1C=C1c2ccccc2CCc2ccccc21. Product: OCc1ccccc1C=C1c2ccccc2CCc2ccccc21. As a reaction SMILES: [BH4-:25].[CH3:27][CH2:28][OH:29].[Na+:26].[cH:1]1[cH:2][cH:3][cH:4][c:5]2[c:11]1[CH2:10][CH2:9][c:8]1[c:7]([cH:15][cH:14][cH:13][cH:12]1)[C:6]2=[CH:16][c:17]1[c:18]([CH:19]=[O:20])[cH:21][cH:22][cH:23][cH:24]1>>[cH:1]1[cH:2][cH:3][cH:4][c:5]2[c:11]1[CH2:10][CH2:9][c:8]1[c:7]([cH:15][cH:14][cH:13][cH:12]1)[C:6]2=[CH:16][c:17]1[c:18]([CH2:19][OH:20])[cH:21][cH:22][cH:23][cH:24]1.